Dataset: the Open Reaction Database (ORD), a public repository of structured organic reaction records. Task: describe an organic reaction: reactants, conditions, products, and yield Reactants: CO, COc1ccc(SC(C)(Cc2ccccc2)C(=O)NO)cc1, OO. Yields the product COc1ccc(S(=O)C(C)(Cc2ccccc2)C(=O)NO)cc1. As a reaction SMILES: [CH3:25][OH:26].[OH:1][NH:2][C:3]([C:4]([CH2:5][c:6]1[cH:7][cH:8][cH:9][cH:10][cH:11]1)([CH3:12])[S:13][c:14]1[cH:15][cH:16][c:17]([O:20][CH3:21])[cH:18][cH:19]1)=[O:22].[OH:23][OH:24]>>[OH:1][NH:2][C:3]([C:4]([CH2:5][c:6]1[cH:7][cH:8][cH:9][cH:10][cH:11]1)([CH3:12])[S:13]([c:14]1[cH:15][cH:16][c:17]([O:20][CH3:21])[cH:18][cH:19]1)=[O:23])=[O:22].